From a dataset of the Open Reaction Database (ORD), a public repository of structured organic reaction records. describe an organic reaction: reactants, conditions, products, and yield The reactants are CC(Cl)Cl, CN(C)c1ccc(N=C=S)c2ccccc12, CN1C(=O)C(N)N=C(c2ccccc2)c2cc(Cl)ccc21. Yields the product CN(C)c1ccc(NC(=S)NC2N=C(c3ccccc3)c3cc(Cl)ccc3N(C)C2=O)c2ccccc12. Reaction SMILES: [Cl:38][CH:39]([Cl:40])[CH3:41].[N:22](=[C:23]=[S:24])[c:25]1[cH:26][cH:27][c:28]([N:35]([CH3:36])[CH3:37])[c:29]2[cH:30][cH:31][cH:32][cH:33][c:34]12.[NH2:1][CH:2]1[C:3](=[O:21])[N:4]([CH3:20])[c:5]2[c:6]([cH:15][c:16]([Cl:19])[cH:17][cH:18]2)[C:7]([c:9]2[cH:10][cH:11][cH:12][cH:13][cH:14]2)=[N:8]1>>[NH:1]([CH:2]1[C:3](=[O:21])[N:4]([CH3:20])[c:5]2[c:6]([cH:15][c:16]([Cl:19])[cH:17][cH:18]2)[C:7]([c:9]2[cH:10][cH:11][cH:12][cH:13][cH:14]2)=[N:8]1)[C:23]([NH:22][c:25]1[cH:26][cH:27][c:28]([N:35]([CH3:36])[CH3:37])[c:29]2[cH:30][cH:31][cH:32][cH:33][c:34]12)=[S:24]. Starting materials: CC#N, Cl, CCOC(=O)CI, C1=CCCCC(N2CCCCCC=NCCC2)CCCCC1, NC(=O)c1ncn2c(=O)n(CO)nnc12. Yields the product CCOC(=O)Cn1nnc2c(C(N)=O)ncn2c1=O. As a reaction SMILES: [CH3:46][C:47]#[N:48].[ClH:45].[I:38][CH2:39][C:40](=[O:41])[O:42][CH2:43][CH3:44].[N:1]1([CH:2]2[CH2:3][CH2:4][CH2:5][CH:6]=[CH:7][CH2:8][CH2:9][CH2:10][CH2:11][CH2:12]2)[CH2:13][CH2:14][CH2:15][N:16]=[CH:17][CH2:18][CH2:19][CH2:20][CH2:21][CH2:22]1.[OH:23][CH2:24][n:25]1[n:26][n:27][c:28]2[n:29]([c:30]1=[O:31])[cH:32][n:33][c:34]2[C:35](=[O:36])[NH2:37]>>[CH2:24]([n:25]1[n:26][n:27][c:28]2[n:29]([c:30]1=[O:31])[cH:32][n:33][c:34]2[C:35](=[O:36])[NH2:37])[C:40](=[O:41])[O:42][CH2:43][CH3:44]. Starting materials: CC=Cc1cc(OC)c(OC)cc1OC, O=CC=Cc1ccccc1, O=[Cr](=O)([O-])Cl, OCC=Cc1ccccc1, c1cc[nH+]cc1. Yields the product COc1cc(OC)c(OC)cc1C=CC=O. RXN SMILES: [CH3:1][CH:2]=[CH:3][c:4]1[c:5]([O:6][CH3:7])[cH:8][c:9]([O:10][CH3:11])[c:12]([O:13][CH3:14])[cH:15]1.[O:16]=[CH:17][CH:18]=[CH:19][c:20]1[cH:21][cH:22][cH:23][cH:24][cH:25]1.[O:36]=[Cr:37]([Cl:38])([O-:39])=[O:40].[OH:26][CH2:27][CH:28]=[CH:29][c:30]1[cH:31][cH:32][cH:33][cH:34][cH:35]1.[nH+:41]1[cH:42][cH:43][cH:44][cH:45][cH:46]1>>[CH:1]([CH:2]=[CH:3][c:4]1[c:5]([O:6][CH3:7])[cH:8][c:9]([O:10][CH3:11])[c:12]([O:13][CH3:14])[cH:15]1)=[O:16]. The reactants are solid, ClC1=CC=C(C=C1)C1=NC2=C(N1C(CO)C1CCCCC1)C=C(C(=C2)F)F (2-[2-(4-chloro-phenyl)-5,6-difluoro-benzoimidazol-1-yl]-2-cyclohexyl-ethanol), OC=1C=C(C(=O)OCC)C=CC1 (ethyl 3-hydroxybenzoate), N(=NC(=O)OC(C)(C)C)C(=O)OC(C)(C)C (di-tert-butyl azodicarboxylate). Product: C(C)OC(C1=CC(=CC=C1)OCC(C1CCCCC1)N1C(=NC2=C1C=C(C(=C2)F)F)C2=CC=C(C=C2)Cl)=O (3-{2-[2-(4-Chloro-phenyl)-5,6-difluoro-benzoimidazol-1-yl]-2-cyclohexyl-ethoxy}-benzoic acid ethyl ester). As a reaction SMILES: [Cl:1][C:2]1[CH:7]=[CH:6][C:5]([C:8]2[N:12]([CH:13]([CH:16]3[CH2:21][CH2:20][CH2:19][CH2:18][CH2:17]3)[CH2:14][OH:15])[C:11]3[CH:22]=[C:23]([F:27])[C:24]([F:26])=[CH:25][C:10]=3[N:9]=2)=[CH:4][CH:3]=1.O[C:29]1[CH:30]=[C:31]([CH:37]=[CH:38][CH:39]=1)[C:32]([O:34][CH2:35][CH3:36])=[O:33].N(C(OC(C)(C)C)=O)=NC(OC(C)(C)C)=O>>[CH2:35]([O:34][C:32](=[O:33])[C:31]1[CH:37]=[CH:38][CH:39]=[C:29]([O:15][CH2:14][CH:13]([N:12]2[C:11]3[CH:22]=[C:23]([F:27])[C:24]([F:26])=[CH:25][C:10]=3[N:9]=[C:8]2[C:5]2[CH:6]=[CH:7][C:2]([Cl:1])=[CH:3][CH:4]=2)[CH:16]2[CH2:17][CH2:18][CH2:19][CH2:20][CH2:21]2)[CH:30]=1)[CH3:36]. Procedure: The title compound was prepared in analogy to Example 4, intermediate, from 2-[2-(4-chloro-phenyl)-5,6-difluoro-benzoimidazol-1-yl]-2-cyclohexyl-ethanol (Ex. 1, int c) and ethyl 3-hydroxybenzoate (commercially available) and replacing di-ethyl azodicarboxylate by di-tert-butyl azodicarboxylate. White solid (32%). MS (Turbo Spray): m/z=539.2 [M+H].